Task: describe an organic reaction: reactants, conditions, products, and yield. Dataset: the Open Reaction Database (ORD), a public repository of structured organic reaction records Starting materials: N[C@@H](CC1=CC=CC=C1)C(=O)O (L-phenylalanine), CO (methanol), Cl (hydrochloric acid), P(O)(O)(O)=O (phosphoric acid). Run at time 8 hour. Product: P(=O)(O)(O)O.COC([C@@H](N)CC1=CC=CC=C1)=O (L-phenylalanine methyl ester phosphate). The yield is 61.1%. Reaction SMILES: [NH2:1][C@H:2]([C:10]([OH:12])=[O:11])[CH2:3][C:4]1[CH:9]=[CH:8][CH:7]=[CH:6][CH:5]=1.Cl.[P:14](=[O:18])([OH:17])([OH:16])[OH:15].[CH3:19]O>>[P:14]([OH:18])([OH:17])([OH:16])=[O:15].[CH3:19][O:11][C:10](=[O:12])[C@H:2]([CH2:3][C:4]1[CH:9]=[CH:8][CH:7]=[CH:6][CH:5]=1)[NH2:1] |f:4.5|. Procedure: The same esterification procedure as in Example 1 was followed with the exception that 165.2 g of L-phenylalanine and 165.2 g of methanol were used and that hydrochloric acid was replaced with 132.1 g of 89% phosphoric acid. The reaction was conducted at 60 ° C. for 8 hours, followed by cooling in order to deposit the crystals, which were collected by filtration and then dried to obtain 169.4 g (58.1% yield) of L-phenylalanine methyl ester phosphate having a purity of 95.1% and containing 0.3% o... Reactants: CC1CNCC(C)O1, CS(=O)(=O)c1nccc(Oc2ccc(NC(=O)c3cc(F)cc(N4CCCCC4)c3)c3ccccc23)n1. Product: CC1CN(c2nccc(Oc3ccc(NC(=O)c4cc(F)cc(N5CCCCC5)c4)c4ccccc34)n2)CC(C)O1. As a reaction SMILES: [CH3:38][CH:39]1[O:40][CH:41]([CH3:45])[CH2:42][NH:43][CH2:44]1.[F:1][c:2]1[cH:3][c:4]([C:5](=[O:6])[NH:7][c:8]2[cH:9][cH:10][c:11]([O:18][c:19]3[n:20][c:21]([S:25]([CH3:26])(=[O:27])=[O:28])[n:22][cH:23][cH:24]3)[c:12]3[cH:13][cH:14][cH:15][cH:16][c:17]23)[cH:29][c:30]([N:32]2[CH2:33][CH2:34][CH2:35][CH2:36][CH2:37]2)[cH:31]1>>[F:1][c:2]1[cH:3][c:4]([C:5](=[O:6])[NH:7][c:8]2[cH:9][cH:10][c:11]([O:18][c:19]3[n:20][c:21]([N:43]4[CH2:42][CH:41]([CH3:45])[O:40][CH:39]([CH3:38])[CH2:44]4)[n:22][cH:23][cH:24]3)[c:12]3[cH:13][cH:14][cH:15][cH:16][c:17]23)[cH:29][c:30]([N:32]2[CH2:33][CH2:34][CH2:35][CH2:36][CH2:37]2)[cH:31]1. Starting materials: O=C([O-])[O-], CC(C)=O, Cl, [K+], [K+], O, Sc1cnc2ccccc2n1, ClCc1ccccn1. Yields the product Cl, c1ccc(CSc2cnc3ccccc3n2)nc1. Reaction SMILES: [C:21](=[O:22])([O-:23])[O-:24].[CH3:28][C:29](=[O:30])[CH3:31].[ClH:12].[K+:25].[K+:26].[OH2:27].[SH:1][c:2]1[n:3][c:4]2[cH:5][cH:6][cH:7][cH:8][c:9]2[n:10][cH:11]1.[c:13]1([CH2:19][Cl:20])[cH:14][cH:15][cH:16][cH:17][n:18]1>>[ClH:20].[S:1]([c:2]1[n:3][c:4]2[cH:5][cH:6][cH:7][cH:8][c:9]2[n:10][cH:11]1)[CH2:19][c:13]1[cH:14][cH:15][cH:16][cH:17][n:18]1. Reactants: ClC1=C(C=O)C(=CC=N1)I (2-chloro-4-iodonicotinaldehyde), C(C)(C)(C)C=1C=C2C=NNC(C2=C(C1)F)=O (6-tert-butyl-8-fluorophthalazin-1(2H)-one), C([O-])([O-])=O.[K+].[K+] (potassium carbonate), CS(=O)C (DMSO). The reagents and catalysts are [Cu]I (Copper(I) iodide). The solvent is O (H2O). Conditions: temperature 110 celsius, time 2 hour. The product is C(C)(C)(C)C=1C=C2C=NN(C(C2=C(C1)F)=O)C1=C(C(=NC=C1)Cl)C=O (4-(6-tert-Butyl-8-fluoro-1-oxo-1H-phthalazin-2-yl)-2-chloro-pyridine-3-carbaldehyde). The yield is 52.0%. Reaction SMILES: [Cl:1][C:2]1[N:9]=[CH:8][CH:7]=[C:6](I)[C:3]=1[CH:4]=[O:5].[C:11]([C:15]1[CH:16]=[C:17]2[C:22](=[C:23]([F:25])[CH:24]=1)[C:21](=[O:26])[NH:20][N:19]=[CH:18]2)([CH3:14])([CH3:13])[CH3:12].C(=O)([O-])[O-].[K+].[K+].CS(C)=O>O.[Cu]I>[C:11]([C:15]1[CH:16]=[C:17]2[C:22](=[C:23]([F:25])[CH:24]=1)[C:21](=[O:26])[N:20]([C:6]1[CH:7]=[CH:8][N:9]=[C:2]([Cl:1])[C:3]=1[CH:4]=[O:5])[N:19]=[CH:18]2)([CH3:14])([CH3:12])[CH3:13] |f:2.3.4|. Procedure: In a 50 mL round-bottomed flask, 2-chloro-4-iodonicotinaldehyde (389 mg, 1.45 mmol, Eq: 1.6), 6-tert-butyl-8-fluorophthalazin-1(2H)-one (200 mg, 908 μmol, Eq: 1.00) and potassium carbonate (251 mg, 1.82 mmol, Eq: 2) were combined with DMSO (8 ml) to give a yellow solution. The solution was degassed for 5 min with argon. Copper(I) iodide (173 mg, 908 μmol, Eq: 1.00) was added. The reaction mixture was heated to 110° C. and stirred for 2 h and the reaction was allowed to cool to room temperature. ... Starting materials: CC(C)O, CS(C)=O, Clc1cc(Cl)ncn1, Cl, CC(C)(C)OC(=O)NCCCCN. The product is CC(C)(C)OC(=O)NCCCCNc1cc(Cl)ncn1. As a reaction SMILES: [CH3:23][CH:24]([OH:25])[CH3:26].[CH3:27][S:28]([CH3:29])=[O:30].[Cl:1][c:2]1[n:3][cH:4][n:5][c:6]([Cl:8])[cH:7]1.[ClH:22].[NH2:9][CH2:10][CH2:11][CH2:12][CH2:13][NH:14][C:15]([O:16][C:17]([CH3:18])([CH3:19])[CH3:20])=[O:21]>>[c:2]1([NH:9][CH2:10][CH2:11][CH2:12][CH2:13][NH:14][C:15]([O:16][C:17]([CH3:18])([CH3:19])[CH3:20])=[O:21])[n:3][cH:4][n:5][c:6]([Cl:8])[cH:7]1. The reactants are C(C)(C)(C)OC(=O)N1C[C@@H](CCC1)O ((R)-3-hydroxy-piperidine-1-carboxylic acid tert-butyl ester), [H-].[Na+] (NaH), CI (methyl iodide). The solvent is CN(C)C=O (DMF). The product is C(C)(C)(C)OC(=O)N1C[C@@H](CCC1)OC ((R)-3-Methoxy-piperidine-1-carboxylic acid tert-butyl ester). Reaction SMILES: [C:1]([O:5][C:6]([N:8]1[CH2:13][CH2:12][CH2:11][C@@H:10]([OH:14])[CH2:9]1)=[O:7])([CH3:4])([CH3:3])[CH3:2].[H-].[Na+].[CH3:17]I>CN(C=O)C>[C:1]([O:5][C:6]([N:8]1[CH2:13][CH2:12][CH2:11][C@@H:10]([O:14][CH3:17])[CH2:9]1)=[O:7])([CH3:4])([CH3:2])[CH3:3] |f:1.2|. Reported procedure: To commercially available (R)-3-hydroxy-piperidine-1-carboxylic acid tert-butyl ester (4.5 g, 22.36 mmol) in 60 ml DMF at 0° C. was added NaH (1.3 g, 33.54 mmol, 55-65 in mineral oil) under stirring in three portions under an argon atmosphere. After 20 min methyl iodide (4.76 g, 33.54 mmol) was added and the reaction was warmed to RT and stirred for another 3 h. After quenching with sat. aq NaHCO3-solution the mixture was extracted with ethyl acetate. The organic layer was washed with 1N KHSO4 a...